From a dataset of the Open Reaction Database (ORD), a public repository of structured organic reaction records. describe an organic reaction: reactants, conditions, products, and yield Starting materials: COc1cc(NC2CCN(C(=O)OC(C)(C)C)CC2)c([N+](=O)[O-])cc1Cl, CCO, NN, O. The product is COc1cc(NC2CCN(C(=O)OC(C)(C)C)CC2)c(N)cc1Cl. Reaction SMILES: [CH3:1][O:2][c:3]1[c:4]([Cl:26])[cH:5][c:6]([N+:23]([O-:24])=[O:25])[c:7]([NH:9][CH:10]2[CH2:11][CH2:12][N:13]([C:16](=[O:17])[O:18][C:19]([CH3:20])([CH3:21])[CH3:22])[CH2:14][CH2:15]2)[cH:8]1.[CH3:30][CH2:31][OH:32].[NH2:28][NH2:29].[OH2:27]>>[CH3:1][O:2][c:3]1[c:4]([Cl:26])[cH:5][c:6]([NH2:23])[c:7]([NH:9][CH:10]2[CH2:11][CH2:12][N:13]([C:16](=[O:17])[O:18][C:19]([CH3:20])([CH3:21])[CH3:22])[CH2:14][CH2:15]2)[cH:8]1. Reactants: ClC(=O)N1C2=C(NC(C3=C1C=CC=C3)=O)C=CC=N2 (11-(chlorocarbonyl)-5,11-dihydro-6H-pyrido[2,3-b][1,4]benzodiazepin-6-one), N1(CCCCC1)CC1CN(CCC1)CCN (2-[3-[(piperidin-1-yl)methyl]-piperidin-1-yl]ethanamine), N (ammonia). The solvent is ClCCl.CO (dichloromethane methanol). Product: N1(CCCCC1)CC1CN(CCC1)CCNC(=O)N1C2=C(NC(C3=C1C=CC=C3)=O)C=CC=N2 (5,11-Dihydro-11-[[[2-[3-[(piperidin-1-yl)methyl]-piperidin-1-yl]ethyl]amino]carbonyl]-6H-pyrido[2,3-b][1,4]benzodiazepin-6-one). The yield is 38.0%. Reaction SMILES: Cl[C:2]([N:4]1[C:10]2[CH:11]=[CH:12][CH:13]=[CH:14][C:9]=2[C:8](=[O:15])[NH:7][C:6]2[CH:16]=[CH:17][CH:18]=[N:19][C:5]1=2)=[O:3].[N:20]1([CH2:26][CH:27]2[CH2:32][CH2:31][CH2:30][N:29]([CH2:33][CH2:34][NH2:35])[CH2:28]2)[CH2:25][CH2:24][CH2:23][CH2:22][CH2:21]1.N>ClCCl.CO>[N:20]1([CH2:26][CH:27]2[CH2:32][CH2:31][CH2:30][N:29]([CH2:33][CH2:34][NH:35][C:2]([N:4]3[C:10]4[CH:11]=[CH:12][CH:13]=[CH:14][C:9]=4[C:8](=[O:15])[NH:7][C:6]4[CH:16]=[CH:17][CH:18]=[N:19][C:5]3=4)=[O:3])[CH2:28]2)[CH2:25][CH2:24][CH2:23][CH2:22][CH2:21]1 |f:3.4|. Procedure: Prepared analogously to Example 46 from 11-(chlorocarbonyl)-5,11-dihydro-6H-pyrido[2,3-b][1,4]benzodiazepin-6-one and 2-[3-[(piperidin-1-yl)methyl]-piperidin-1-yl]ethanamine in a yield of 38% of theory. Colourless amorphous substance, RF 0.16 (Macherey-Nagel, Polygram® SIL G/UV254, pre-coated plastic sheets for TLC, eluant: dichloromethane/methanol/conc. ammonia 90/10/1 v/v). Starting materials: C([O-])([O-])=O.[Na+].[Na+] (sodium carbonate), IC1=C(CCNC(OC(C)(C)C)=O)C=CC(=C1)[N+](=O)[O-] (tert-butyl (2-iodo-4-nitrobenzyl)methylcarbamate), CO (methanol), C(C)(=O)O (acetic acid). The reagents and catalysts are [Fe] (iron). Run in C(C)(=O)OCC (ethyl acetate). Run at temperature 50 celsius. Product: NC1=CC(=C(CCNC(OC(C)(C)C)=O)C=C1)I (tert-Butyl (4-amino-2-iodobenzyl)methylcarbamate). The yield is 90.6%. Reaction SMILES: [I:1][C:2]1[CH:17]=[C:16]([N+:18]([O-])=O)[CH:15]=[CH:14][C:3]=1[CH2:4][CH2:5][NH:6][C:7](=[O:13])[O:8][C:9]([CH3:12])([CH3:11])[CH3:10].CO.C(O)(=O)C.C(=O)([O-])[O-].[Na+].[Na+]>C(OCC)(=O)C.[Fe]>[NH2:18][C:16]1[CH:15]=[CH:14][C:3]([CH2:4][CH2:5][NH:6][C:7](=[O:13])[O:8][C:9]([CH3:10])([CH3:11])[CH3:12])=[C:2]([I:1])[CH:17]=1 |f:3.4.5|. Reported procedure: Into the reaction was added tert-butyl (2-iodo-4-nitrobenzyl)methylcarbamate (4.90 g, 12.5 mmol), methanol (85 mL), acetic acid (14.2 mL) and iron (4.19 g, 75.0 mmol) powder. The reaction solution was heated at 50° C. for 1.5 h. After cooling to room temperature, the reaction solution was diluted with ethyl acetate and a saturated sodium carbonate solution. The reaction mixture was filtered through a pad of celite and washed with EtOAc. The aqueous layer was extracted with ethyl acetate once. Th... Starting materials: C(C)(=O)OC=O (formic acetic anhydride), ClC1=CC=C(C=N1)CNC=1N(CN(CC1[N+](=O)[O-])C)C (4-(6-chloro-3-pyridylmethylamino)-1,3-dimethyl-5-nitro-1,2,3,6-tetrahydropyrimidine), C(C)#N (acetonitrile), [H-].[Na+] (sodium hydride). Run in C1CCOC1 (THF), C1CCOC1 (THF). Run at time 30 minute. Yields the product ClC1=CC=C(C=N1)CN(C=O)C=1N(CN(CC1[N+](=O)[O-])C)C (4-[N-(6-chloro-3-pyridylmethyl)-N-formylamino]-1,3-dimethyl-5-nitro-1,2,3,6-tetrahydropyrimidine). The yield is 47.4%. Reaction SMILES: [Cl:1][C:2]1[N:7]=[CH:6][C:5]([CH2:8][NH:9][C:10]2[N:11]([CH3:20])[CH2:12][N:13]([CH3:19])[CH2:14][C:15]=2[N+:16]([O-:18])=[O:17])=[CH:4][CH:3]=1.C(#N)C.[H-].[Na+].[C:26](OC=O)(=[O:28])C>C1COCC1>[Cl:1][C:2]1[N:7]=[CH:6][C:5]([CH2:8][N:9]([C:10]2[N:11]([CH3:20])[CH2:12][N:13]([CH3:19])[CH2:14][C:15]=2[N+:16]([O-:18])=[O:17])[CH:26]=[O:28])=[CH:4][CH:3]=1 |f:2.3|. Reported procedure: To a mixture of 0.27 g of 4-(6-chloro-3-pyridylmethylamino)-1,3-dimethyl-5-nitro-1,2,3,6-tetrahydropyrimidine (Compound No. 13), 5 ml of dry THF and 5 ml of dry acetonitrile was added 0.0239 g of sodium hydride (60%, in oil) in small portions over 1 minute with ice cooling. After the mixture was stirred at room temperature for 30 minutes, a solution of 0.24 g of formic acetic anhydride in 1 ml of THF was added dropwise over a period of 4 minutes with ice cooling and the mixture was then stirred ... Reactants: C(Br)C1CO1 (epibromohydrin), ClC1=CC=C2CCN(C2=C1)C1=NC=NC2=CC(=C(C=C12)O)O (4-(6-chloro-2,3-dihydro-indol-1-yl)-quinazoline-6,7-diol), C(=O)([O-])[O-].[K+].[K+] (K2CO3), O.O.O.O.O.[OH-].C[N+](C)(C)C (tetramethylammonium hydroxide pentahydrate). Run in CN(C)C=O (DMF), O (H2O). Conditions: temperature 50 celsius, time 16 hour. Yields the product ClC1=CC=C2CCN(C2=C1)C1=NC=NC2=CC3=C(C=C12)OC(CO3)CO ([4-(6-Chloro-2,3-dihydro-indol-1-yl)-7,8-dihydro-[1,4]dioxino[2,3-g]quinazolin-7-yl]-methanol). Yield: 11.0%. Reaction SMILES: [Cl:1][C:2]1[CH:10]=[C:9]2[C:5]([CH2:6][CH2:7][N:8]2[C:11]2[C:20]3[C:15](=[CH:16][C:17]([OH:22])=[C:18]([OH:21])[CH:19]=3)[N:14]=[CH:13][N:12]=2)=[CH:4][CH:3]=1.C([O-])([O-])=O.[K+].[K+].O.O.O.O.O.[OH-].C[N+](C)(C)C.[CH2:40]([CH:42]1[O:44][CH2:43]1)Br>CN(C=O)C.O>[Cl:1][C:2]1[CH:10]=[C:9]2[C:5]([CH2:6][CH2:7][N:8]2[C:11]2[C:20]3[C:15](=[CH:16][C:17]4[O:22][CH2:40][CH:42]([CH2:43][OH:44])[O:21][C:18]=4[CH:19]=3)[N:14]=[CH:13][N:12]=2)=[CH:4][CH:3]=1 |f:1.2.3,4.5.6.7.8.9.10|. Procedure: To 4-(6-chloro-2,3-dihydro-indol-1-yl)-quinazoline-6,7-diol (99 mg, 0.316 mmol; from Example 69) dissolved in DMF (2 mL) was added H2O (100 μL), K2CO3 (s) (65 mg, 0.473 mmol), and tetramethylammonium hydroxide pentahydrate (11 mg, 0.06 mmol) followed by epibromohydrin (28 μL, 0.331 mmol). The mixture was stirred at 50° C. under N2(g) for 16 hours. Following extractive work-up, and chromatography on silica (20% acetone/CH2Cl2) analogous to that described for Example 78 the product was obtained in... Reactants: BrC1CC2(C1)OCCO2, CCOC(C)=O, Ic1cn[nH]c1, [K+], [K+], O=C([O-])[O-], CN(C)C=O. The product is Ic1cnn(C2CC3(C2)OCCO3)c1. RXN SMILES: [Br:1][CH:2]1[CH2:3][C:4]2([CH2:5]1)[O:6][CH2:7][CH2:8][O:9]2.[CH3:27][CH2:28][O:29][C:30](=[O:31])[CH3:32].[I:10][c:11]1[cH:12][n:13][nH:14][cH:15]1.[K+:16].[K+:17].[O-:18][C:19]([O-:20])=[O:21].[O:22]=[CH:23][N:24]([CH3:25])[CH3:26]>>[CH:2]1([n:13]2[cH:12][c:11]([I:10])[cH:15][n:14]2)[CH2:3][C:4]2([CH2:5]1)[O:6][CH2:7][CH2:8][O:9]2. Starting materials: C(C)(C)(C)C(=O)NC1=C(C(=O)OC)C(=CC=C1)OCCC(=O)O (methyl 2-tert-butylcarbonylamino-6-(2-carboxyethoxy)-benzoate), C(C)(C)(C)C(=O)NC1=C(C(=O)OC)C(=CC=C1)OCCC(=O)O (methyl 2-tert-butylcarbonylamino-6-(2-carboxyethoxy)-benzoate), C(C(=O)Cl)(=O)Cl (oxalyl chloride). The reagents and catalysts are CN(C)C=O (DMF). The solvent is C(Cl)Cl (DCM). Run at time 30 minute. The product is C(C)(C)(C)C(=O)NC1=CC=C2C(CCOC2=C1C(=O)OC)=O (methyl 7-tert-butylcarbonylamino-4-oxochroman-8-carboxylate). The yield is 45.0%. RXN SMILES: [C:1]([C:5]([NH:7][C:8]1[CH:17]=[CH:16][CH:15]=[C:14]([O:18][CH2:19][CH2:20][C:21]([OH:23])=O)[C:9]=1[C:10]([O:12][CH3:13])=[O:11])=[O:6])([CH3:4])([CH3:3])[CH3:2].C(Cl)(=O)C(Cl)=O>C(Cl)Cl.CN(C=O)C>[C:1]([C:5]([NH:7][C:8]1[C:9]([C:10]([O:12][CH3:13])=[O:11])=[C:14]2[C:15]([C:21](=[O:23])[CH2:20][CH2:19][O:18]2)=[CH:16][CH:17]=1)=[O:6])([CH3:3])([CH3:4])[CH3:2]. Procedure: A solution of methyl 2-tert-butylcarbonylamino-6-(2-carboxyethoxy)-benzoate (Intermediate 78, 2.73 g) in DCM (50 mL) was stirred at room temperature. DMF (5 drops) was added, followed by oxalyl chloride (2.0 g). After 30 minutes of stirring, the mixture was concentrated in vacuo and the residue was redissolved in DCM and evaporated to dryness. The residue was dissolved in DCM (50 mL) and aluminium chloride (3.38 g) was added. The resultant mixture was stirred at room temperature for 5 hours then...